The task is: describe an organic reaction: reactants, conditions, products, and yield. This data is from the Open Reaction Database (ORD), a public repository of structured organic reaction records. The reactants are C1(CCCC1)N(C(C1=CC=C(C=C1)Br)=O)C1CCCC1 (p-bromobenzoic acid N,N-dicyclopentyl amide), COC=1C=C(C=CC1OC)O (3,4-dimethoxy phenol), cuprous oxide. Run in N1=C(C=C(C=C1C)C)C (2,4,6-collidine). Product: C1(CCCC1)N(C(C1=CC=C(C=C1)OC1=CC(=C(C=C1)OC)OC)=O)C1CCCC1 (N,N-dicyclopentyl-4-(3,4-dimethoxyphenoxy)benzamide). RXN SMILES: [CH:1]1([N:6]([CH:16]2[CH2:20][CH2:19][CH2:18][CH2:17]2)[C:7](=[O:15])[C:8]2[CH:13]=[CH:12][C:11](Br)=[CH:10][CH:9]=2)[CH2:5][CH2:4][CH2:3][CH2:2]1.[CH3:21][O:22][C:23]1[CH:24]=[C:25]([OH:31])[CH:26]=[CH:27][C:28]=1[O:29][CH3:30]>N1C(C)=CC(C)=CC=1C>[CH:1]1([N:6]([CH:16]2[CH2:20][CH2:19][CH2:18][CH2:17]2)[C:7](=[O:15])[C:8]2[CH:13]=[CH:12][C:11]([O:31][C:25]3[CH:26]=[CH:27][C:28]([O:29][CH3:30])=[C:23]([O:22][CH3:21])[CH:24]=3)=[CH:10][CH:9]=2)[CH2:5][CH2:4][CH2:3][CH2:2]1. Procedure: The reaction and workup were carried out in the same manner as described in Example 1 using p-bromobenzoic acid N,N-dicyclopentyl amide (1.839 g, 5.47 mmol), 3,4-dimethoxy phenol (876 mg, 5.68 mmol) and cuprous oxide (413 mg, 2.89 mmol) in 2,4,6-collidine (15 ml). The crude product was chromatographed on silica gel using mixtures of ethyl acetate and hexane as eluents to give the title compound as a crystalline solid that could be recrystallized from ethyl acetate and hexane, m. pt. 179.95° C. (...